From a dataset of the Open Reaction Database (ORD), a public repository of structured organic reaction records. describe an organic reaction: reactants, conditions, products, and yield The reactants are Brc1cn2ccnc2c(Br)n1, CC(C)(C)OC(=O)n1cnc2ccc(N)cc21, CC#N, [K+], [K+], O=C([O-])[O-]. Product: CC(C)(C)OC(=O)n1cnc2ccc(Nc3nc(Br)cn4ccnc34)cc21. As a reaction SMILES: [Br:18][c:19]1[n:20][c:21]([Br:28])[c:22]2[n:23]([cH:24]1)[cH:25][cH:26][n:27]2.[C:1]([CH3:2])([CH3:3])([CH3:4])[O:5][C:6](=[O:7])[n:8]1[cH:9][n:10][c:11]2[c:12]1[cH:13][c:14]([NH2:17])[cH:15][cH:16]2.[CH3:35][C:36]#[N:37].[K+:29].[K+:30].[O-:31][C:32]([O-:33])=[O:34]>>[C:1]([CH3:2])([CH3:3])([CH3:4])[O:5][C:6](=[O:7])[n:8]1[cH:9][n:10][c:11]2[c:12]1[cH:13][c:14]([NH:17][c:21]1[n:20][c:19]([Br:18])[cH:24][n:23]3[c:22]1[n:27][cH:26][cH:25]3)[cH:15][cH:16]2.